From a dataset of the Open Reaction Database (ORD), a public repository of structured organic reaction records. describe an organic reaction: reactants, conditions, products, and yield Starting materials: N1=CC(=CC=C1)OC1=CC=C(C#N)C=C1 (4-(Pyridin-3-yloxy)benzonitrile), NO (hydroxylamine). Solvent: C(C)O (ethanol). Product: O\N=C(\C1=CC=C(C=C1)OC=1C=NC=CC1)/N ((Z)-N′-hydroxy-4-(pyridin-3-yloxy)benzamidine). Yield: 99.4%. As a reaction SMILES: [N:1]1[CH:6]=[CH:5][CH:4]=[C:3]([O:7][C:8]2[CH:15]=[CH:14][C:11]([C:12]#[N:13])=[CH:10][CH:9]=2)[CH:2]=1.[NH2:16][OH:17]>C(O)C>[OH:17]/[N:16]=[C:12](\[NH2:13])/[C:11]1[CH:10]=[CH:9][C:8]([O:7][C:3]2[CH:2]=[N:1][CH:6]=[CH:5][CH:4]=2)=[CH:15][CH:14]=1. Reported procedure: 4-(Pyridin-3-yloxy)benzonitrile (486 mg, 2.48 mmol) was dissolved in ethanol (10.0 mL) then hydroxylamine (1.0 mL, 9.9 mmol) was added and the mixture was refluxed for 4 hours. The reaction was cooled to room temperature and concentrated in vacuo to give the product which immediately formed yellow solid (565 mg, 100%) which was taken to the next step without further purification. 1H NMR (500 MHz, DMSO-d6) δ(ppm): 5.83 (2H, bs), 7.05 (2H, d, J=9.0 Hz), 7.43 (1H, ddd, J=8.4, 4.4, 0.8 Hz), 7.46 (1H... The solvent is CCOC(=O)C (EtOAc), CCN(CC)CC (Et3N), ClCCl (Dichloromethane). Isolated yield 90.2%. Procedure: An ice cold solution of 5-(4-fluorobenzyl)-7-methyl-6-oxo-9-(p-tolyl)-1,3,4,5,6,7-hexahydropyrano[3′,4′:4,5]pyrrolo[2,3-c]pyridine-8-carbaldehyde (150 mg, 0.348 mmol) and Zinc iodide (86 mg, 0.697 mmol) in Dichloromethane (DCM) (1783 μl) was treated with TMS-CN (909 μl, 3.48 mmol) dropwise. After 30 min, the reaction mixture was quenched with a 10% solution of Na2S2O3. DCM was added and the layers were partitioned. The organic layer was washed with brine, dried (Na2SO4), filtered and concentrate... Run at temperature 0 celsius, time 30 minute. Reagents/catalysts: CC1=CC=C(C=C1)S(=O)(=O)[O-].C1=CC=[NH+]C=C1 (PPTS), [I-].[Zn+2].[I-] (Zinc iodide). Reaction SMILES: [F:1][C:2]1[CH:32]=[CH:31][C:5]([CH2:6][N:7]2[C:11]3[C:12](=[O:26])[N:13]([CH3:25])[C:14]([CH:23]=[O:24])=[C:15]([C:16]4[CH:21]=[CH:20][C:19]([CH3:22])=[CH:18][CH:17]=4)[C:10]=3[C:9]3[CH2:27][O:28][CH2:29][CH2:30][C:8]2=3)=[CH:4][CH:3]=1.[Si]([C:37]#[N:38])(C)(C)C.Cl.O1CCOCC1.[CH2:46]1[CH2:51][O:50][CH:49]=[CH:48][CH2:47]1.C([O-])(O)=O.[Na+]>ClCCl.[I-].[Zn+2].[I-].CC1C=CC(S([O-])(=O)=O)=CC=1.C1C=C[NH+]=CC=1.CCOC(C)=O.CCN(CC)CC>[F:1][C:2]1[CH:3]=[CH:4][C:5]([CH2:6][N:7]2[C:11]3[C:12](=[O:26])[N:13]([CH3:25])[C:14]([CH:23]([O:24][CH:49]4[CH2:48][CH2:47][CH2:46][CH2:51][O:50]4)[C:37]#[N:38])=[C:15]([C:16]4[CH:17]=[CH:18][C:19]([CH3:22])=[CH:20][CH:21]=4)[C:10]=3[C:9]3[CH2:27][O:28][CH2:29][CH2:30][C:8]2=3)=[CH:31][CH:32]=1 |f:5.6,8.9.10,11.12|. Yields the product FC1=CC=C(CN2C3=C(C4=C2C(N(C(=C4C4=CC=C(C=C4)C)C(C#N)OC4OCCCC4)C)=O)COCC3)C=C1 (2-(5-(4-fluorobenzyl)-7-methyl-6-oxo-9-(p-tolyl)-1,3,4,5,6,7-hexahydropyrano[3′,4′:4,5]pyrrolo[2,3-c]pyridin-8-yl)-2-((tetrahydro-2H-pyran-2-yl)oxy)acetonitrile). Reactants: C1CC=COC1 (DHP), C(=O)(O)[O-].[Na+] (NaHCO3), Cl (HCl), O1CCOCC1 (1,4-dioxane), ice, FC1=CC=C(CN2C3=C(C4=C2C(N(C(=C4C4=CC=C(C=C4)C)C=O)C)=O)COCC3)C=C1 (5-(4-fluorobenzyl)-7-methyl-6-oxo-9-(p-tolyl)-1,3,4,5,6,7-hexahydropyrano[3′,4′:4,5]pyrrolo[2,3-c]pyridine-8-carbaldehyde), [Si](C)(C)(C)C#N (TMS-CN).